This data is from the Open Reaction Database (ORD), a public repository of structured organic reaction records. The task is: describe an organic reaction: reactants, conditions, products, and yield Reactants: C(#N)C=1C=C2C(CCOC2=CC1OC1=CC=C(C=C1)C(NC=1C=NC2=C(C=CC=C2C1)OC)=O)C(=O)OC (methyl 6-cyano-7-(4-(8-methoxyquinolin-3-ylcarbamoyl)phenoxy)chroman-4-carboxylate), O[Li].O (LiOH—H2O). Reagents/catalysts: CO (methanol), C(C)(=O)O (acetic acid). Solvent: C1CCOC1 (THF). Conditions: time 3 hour. Yields the product C(#N)C=1C=C2C(CCOC2=CC1OC1=CC=C(C=C1)C(NC=1C=NC2=C(C=CC=C2C1)OC)=O)C(=O)O (6-cyano-7-(4-(8-methoxyquinolin-3-ylcarbamoyl)phenoxy)chroman-4-carboxylic acid). Isolated yield 38.7%. As a reaction SMILES: [C:1]([C:3]1[CH:4]=[C:5]2[C:10](=[CH:11][C:12]=1[O:13][C:14]1[CH:19]=[CH:18][C:17]([C:20](=[O:34])[NH:21][C:22]3[CH:23]=[N:24][C:25]4[C:30]([CH:31]=3)=[CH:29][CH:28]=[CH:27][C:26]=4[O:32][CH3:33])=[CH:16][CH:15]=1)[O:9][CH2:8][CH2:7][CH:6]2[C:35]([O:37]C)=[O:36])#[N:2].O[Li].O>C1COCC1.CO.C(O)(=O)C>[C:1]([C:3]1[CH:4]=[C:5]2[C:10](=[CH:11][C:12]=1[O:13][C:14]1[CH:15]=[CH:16][C:17]([C:20](=[O:34])[NH:21][C:22]3[CH:23]=[N:24][C:25]4[C:30]([CH:31]=3)=[CH:29][CH:28]=[CH:27][C:26]=4[O:32][CH3:33])=[CH:18][CH:19]=1)[O:9][CH2:8][CH2:7][CH:6]2[C:35]([OH:37])=[O:36])#[N:2] |f:1.2|. Reported procedure: To a solution of methyl 6-cyano-7-(4-(8-methoxyquinolin-3-ylcarbamoyl)phenoxy)chroman-4-carboxylate (0.061 g, 0.120 mmol) in THF (2 mL) was added LiOH—H2O (0.239 mL, 0.239 mmol) and added a few drops of methanol to ensure a homogeneous solution. The reaction was stirred at ambient temperature for 3 hours. A few drops of acetic acid were added to the reaction and the solution concentrated to a yellow/white solid. The crude material was purified by silica gel column chromatography using 5% methano...